This data is from the Open Reaction Database (ORD), a public repository of structured organic reaction records. The task is: describe an organic reaction: reactants, conditions, products, and yield Starting materials: NC1C(CCCC1)N (1,2-Diaminocyclohexane), N1(CCCC1)CC(C)N1C2=CC=CC=C2SC=2C=CC(=CC12)C(N)=S (10-[(2RS)-1-(pyrrolidinyl)-2-propyl]-2-phenothiazinecarbothioamide). Run in C(C)(=O)OCC (ethyl acetate). Run at temperature 150 celsius. The product is N1C(=NC2C1CCCC2)C2=CC=1N(C3=CC=CC=C3SC1C=C2)C(CN2CCCC2)C (2-(3a,4,5,6,7,7a-hexahydro-1H-benzimidazol-2-yl)-10-[(2RS)-1-(pyrrolidinyl)-2-propyl]phenothiazine). Isolated yield 30.9%. RXN SMILES: [NH2:1][CH:2]1[CH2:7][CH2:6][CH2:5][CH2:4][CH:3]1[NH2:8].[N:9]1([CH2:14][CH:15]([N:17]2[C:30]3[CH:29]=[C:28]([C:31](=S)N)[CH:27]=[CH:26][C:25]=3[S:24][C:23]3[C:18]2=[CH:19][CH:20]=[CH:21][CH:22]=3)[CH3:16])[CH2:13][CH2:12][CH2:11][CH2:10]1>C(OCC)(=O)C>[NH:1]1[CH:2]2[CH2:7][CH2:6][CH2:5][CH2:4][CH:3]2[N:8]=[C:31]1[C:28]1[CH:27]=[CH:26][C:25]2[S:24][C:23]3[C:18](=[CH:19][CH:20]=[CH:21][CH:22]=3)[N:17]([CH:15]([CH3:16])[CH2:14][N:9]3[CH2:13][CH2:12][CH2:11][CH2:10]3)[C:30]=2[CH:29]=1. Reported procedure: 1,2-Diaminocyclohexane (9.12 g) is added to an ethanolic solution (32 cc) of 10-[(2RS)-1-(pyrrolidinyl)-2-propyl]-2-phenothiazinecarbothioamide (2.96 g). The mixture is heated in an autoclave to 150° C. for 10 hours. The reaction mixture is diluted with ethyl acetate (150 cc) and washed with distilled water (4×100 cc). The organic phase is separated after settling has taken place, dried over magnesium sulphate, filtered and concentrated to dryness under reduced pressure (30 mm Hg; 4 kPa) at 40° ... RXN SMILES: [Cl:1][C:2]1[CH:7]=[C:6]([Cl:8])[CH:5]=[CH:4][C:3]=1[CH2:9][CH2:10][CH2:11][C:12]([OH:14])=O.C(Cl)(=O)C([Cl:18])=O>C(OCC)C.CN(C)C=O>[Cl:1][C:2]1[CH:7]=[C:6]([Cl:8])[CH:5]=[CH:4][C:3]=1[CH2:9][CH2:10][CH2:11][C:12]([Cl:18])=[O:14]. Solvent: C(C)OCC (diethyl ether). Product: ClC1=C(C=CC(=C1)Cl)CCCC(=O)Cl (4-(2,4-dichlorophenyl)butanoic acid chloride). The reagents and catalysts are CN(C=O)C (N,N-dimethylformamide). Reactants: ClC1=C(C=CC(=C1)Cl)CCCC(=O)O (4-(2,4-dichlorophenyl)butanoic acid), C(C(=O)Cl)(=O)Cl (oxalyl chloride). Procedure details: By the method of Example 1, Step B, 9.79 g (0.042 mole) of 4-(2,4-dichlorophenyl)butanoic acid and 5.8 g (0.050 mole) of oxalyl chloride are reacted in 75 mL of diethyl ether and two drops of N,N-dimethylformamide, yielding 4-(2,4-dichlorophenyl)butanoic acid chloride. The reactants are Brc1cccc(CN2CCOCC2)n1, O=C([O-])[O-], CCC(C)(C)O, [K+], [K+], N#Cc1cc(-c2cccnc2)sc1N. Yields the product N#Cc1cc(-c2cccnc2)sc1Nc1cccc(CN2CCOCC2)n1. Reaction SMILES: [Br:15][c:16]1[cH:17][cH:18][cH:19][c:20]([CH2:22][N:23]2[CH2:24][CH2:25][O:26][CH2:27][CH2:28]2)[n:21]1.[C:29](=[O:30])([O-:31])[O-:32].[C:35]([OH:36])([CH2:37][CH3:38])([CH3:39])[CH3:40].[K+:33].[K+:34].[NH2:1][c:2]1[s:3][c:4](-[c:9]2[cH:10][n:11][cH:12][cH:13][cH:14]2)[cH:5][c:6]1[C:7]#[N:8]>>[NH:1]([c:2]1[s:3][c:4](-[c:9]2[cH:10][n:11][cH:12][cH:13][cH:14]2)[cH:5][c:6]1[C:7]#[N:8])[c:16]1[cH:17][cH:18][cH:19][c:20]([CH2:22][N:23]2[CH2:24][CH2:25][O:26][CH2:27][CH2:28]2)[n:21]1. Starting materials: CCOC(C)=O, Cl, C=CCc1ccc2c(c1)OCO2, Cl[Sn](Cl)(Cl)Cl. Yields the product CC(Cl)Cc1ccc2c(c1)OCO2. As a reaction SMILES: [CH3:19][CH2:20][O:21][C:22](=[O:23])[CH3:24].[ClH:18].[O:6]1[CH2:7][O:8][c:9]2[cH:10][c:11]([CH2:12][CH:13]=[CH2:14])[cH:15][cH:16][c:17]21.[Sn:1]([Cl:2])([Cl:3])([Cl:4])[Cl:5]>>[O:6]1[CH2:7][O:8][c:9]2[cH:10][c:11]([CH2:12][CH:13]([CH3:14])[Cl:18])[cH:15][cH:16][c:17]21. Starting materials: O=C([O-])[O-], CCCCc1cc2ccccc2c(O)c1-c1ccc(OC)cc1, CS(C)=O, [Cs+], [Cs+], O=Cc1ccc(F)cc1. Yields the product CCCCc1cc2ccccc2c(Oc2ccc(C=O)cc2)c1-c1ccc(OC)cc1. RXN SMILES: [C:33](=[O:34])([O-:35])[O-:36].[CH2:1]([CH2:2][CH2:3][CH3:4])[c:5]1[c:6](-[c:16]2[cH:17][cH:18][c:19]([O:22][CH3:23])[cH:20][cH:21]2)[c:7]([OH:15])[c:8]2[cH:9][cH:10][cH:11][cH:12][c:13]2[cH:14]1.[CH3:39][S:40]([CH3:41])=[O:42].[Cs+:37].[Cs+:38].[F:24][c:25]1[cH:26][cH:27][c:28]([CH:29]=[O:30])[cH:31][cH:32]1>>[CH2:1]([CH2:2][CH2:3][CH3:4])[c:5]1[c:6](-[c:16]2[cH:17][cH:18][c:19]([O:22][CH3:23])[cH:20][cH:21]2)[c:7]([O:15][c:25]2[cH:26][cH:27][c:28]([CH:29]=[O:30])[cH:31][cH:32]2)[c:8]2[cH:9][cH:10][cH:11][cH:12][c:13]2[cH:14]1. Starting materials: C(C)(=O)OC(C)=O (Acetic anhydride), BrC1=CC(=C(N)C=C1)C (4-bromo-2-methylaniline), C(C)(=O)[O-].[Na+] (sodium acetate). Solvent: C1(=CC=CC=C1)C (toluene), C(C)(=O)OCC (ethyl acetate). Conditions: temperature 85 celsius, time 40 minute. Product: CC1=C(C=CC(=C1)Br)NC(=O)C (4-bromo-2-methylacetanilide). Isolated yield 99.9%. As a reaction SMILES: C(O[C:5](=[O:7])[CH3:6])(=O)C.[Br:8][C:9]1[CH:15]=[CH:14][C:12]([NH2:13])=[C:11]([CH3:16])[CH:10]=1.C([O-])(=O)C.[Na+]>C1(C)C=CC=CC=1.C(OCC)(=O)C>[CH3:16][C:11]1[CH:10]=[C:9]([Br:8])[CH:15]=[CH:14][C:12]=1[NH:13][C:5]([CH3:6])=[O:7] |f:2.3|. Procedure details: Acetic anhydride (15.2 ml, 0.16 mol) was added dropwise to a stirred mixture of 4-bromo-2-methylaniline (10.0 g, 0.054 mol) and sodium acetate (2.52 g, 0.056 mol) in toluene (150 ml). Once the addition was complete the mixture was warmed to 85° C. and stirred for 40 minutes. The mixture was cooled to room temperature, diluted with ethyl acetate and washed with water. The organic solution was evaporated in vacuo, a further quantity of toluene was added and then the solvent was evaporated to give ... Reactants: C(C)(C)(C)C(C(=O)[O-])(OCCOCCOCCOCCN)C([C@@H](NC([C@@H](NC(CCNC(C1=CC=C(C=C1)C=1NOC(N1)=O)=O)=O)CC(OCC1=CC=CC=C1)=O)=O)CC1=CC=CC=C1)=O (tert-Butyl({N-(4-[1,2,4-oxadiazol-5-onyl]-benzoyl)-β-alanyl}-O-benzyl-L-aspartyl-L-phenylalanyl)-15-aza-3,6,9,12-tetraoxa-pentadecanoate). Solvent: C(Cl)Cl (DCM), C(=O)(C(F)(F)F)O (TFA). Yields the product O1NC(=NC1=O)C1=CC=C(C(=O)NCCC(=O)N[C@@H](CC(OCC2=CC=CC=C2)=O)C(=O)N[C@@H](CC2=CC=CC=C2)C(=O)C(C(=O)O)OCCOCCOCCOCCN)C=C1 (({N-(4-[1,2,4-Oxadiazol-5-onyl]-benzoyl)-β-alanyl}-O-benzyl-L-aspartyl-L-phenylalanyl)-15-aza-3,6,9,12-tetraoxa-pentadecanoic acid). Reaction SMILES: C([C:5]([C:22](=[O:66])[C@H:23]([CH2:59][C:60]1[CH:65]=[CH:64][CH:63]=[CH:62][CH:61]=1)[NH:24][C:25](=[O:58])[C@H:26]([CH2:47][C:48](=[O:57])[O:49][CH2:50][C:51]1[CH:56]=[CH:55][CH:54]=[CH:53][CH:52]=1)[NH:27][C:28](=[O:46])[CH2:29][CH2:30][NH:31][C:32](=[O:45])[C:33]1[CH:38]=[CH:37][C:36]([C:39]2[NH:40][O:41][C:42](=[O:44])[N:43]=2)=[CH:35][CH:34]=1)([O:9][CH2:10][CH2:11][O:12][CH2:13][CH2:14][O:15][CH2:16][CH2:17][O:18][CH2:19][CH2:20][NH2:21])[C:6]([O-:8])=[O:7])(C)(C)C>C(Cl)Cl.C(O)(C(F)(F)F)=O>[O:41]1[C:42](=[O:44])[N:43]=[C:39]([C:36]2[CH:35]=[CH:34][C:33]([C:32]([NH:31][CH2:30][CH2:29][C:28]([NH:27][C@H:26]([C:25]([NH:24][C@H:23]([C:22]([CH:5]([O:9][CH2:10][CH2:11][O:12][CH2:13][CH2:14][O:15][CH2:16][CH2:17][O:18][CH2:19][CH2:20][NH2:21])[C:6]([OH:8])=[O:7])=[O:66])[CH2:59][C:60]3[CH:61]=[CH:62][CH:63]=[CH:64][CH:65]=3)=[O:58])[CH2:47][C:48](=[O:57])[O:49][CH2:50][C:51]3[CH:52]=[CH:53][CH:54]=[CH:55][CH:56]=3)=[O:46])=[O:45])=[CH:38][CH:37]=2)[NH:40]1. Reported procedure: Compound 11 (0.2 g, crude, max. 0.22 mmol) was stirred in a mixture of DCM (5 mL) and TFA (3 mL). After 2 h the solution was concentrated and remains of TFA were removed by repeated concentration in toluene (3×5 mL). The product was purified by preparative HPLC-MS to give compound 12 in pure form (0.11 g, 56% over the three steps from 9). Run in O (water), Cl (HCl). Reactants: N(=O)[O-].[Na+] (Sodium nitrite), ( 9H ), C(C(C)(C)C)NC(=O)NCCCl (1-neopentyl-3-(2-chloroethyl) urea), C(C)O (ethanol). Procedure details: The entire yield of 1-neopentyl-3-(2-chloroethyl) urea (0.08 mol) was dissolved in 120 ml of concentrated HCl:ethanol, 2:1 at 5° C. in a 500 ml round bottom flask equipped with magnetic stirring. Sodium nitrite (5.5 g, 0.08 mol) was dissolved in 30 ml of water and added to the solution over a ten-minute period. Stirring continued for 2 hrs, and the yellow, crystalline precipitate was filtered and washed with five 100 ml portions of chilled distilled water. The product was dried in vacuo for 18 h... Run at time 2 hour. RXN SMILES: [CH2:1]([NH:6][C:7]([NH:9][CH2:10][CH2:11][Cl:12])=[O:8])[C:2]([CH3:5])([CH3:4])[CH3:3].C(O)C.[N:16]([O-])=[O:17].[Na+]>Cl.O>[CH2:1]([NH:6][C:7]([N:9]([CH2:10][CH2:11][Cl:12])[N:16]=[O:17])=[O:8])[C:2]([CH3:5])([CH3:4])[CH3:3] |f:2.3|. The product is C(C(C)(C)C)NC(=O)N(N=O)CCCl (1-Neopentyl-3-(2-Chloroethyl)-3-Nitrosourea). Reactants: Cl (hydrochloric acid), COC1=C(C=CC=C1OC1=C(C=CC=C1)C)C(C#N)(C)C (2-[2-methoxy-3-(o-tolyloxy)phenyl]-2,2-dimethylacetonitrile), C(C)(=O)O (acetic acid). Yields the product CC1(C(OC2=C1C=CC=C2OC2=C(C=CC=C2)C)=O)C (3,3-dimethyl-7-(o-tolyloxy)-2,3-dihydrobenzofuran-2-one). As a reaction SMILES: Cl.C[O:3][C:4]1[C:9]([O:10][C:11]2[CH:16]=[CH:15][CH:14]=[CH:13][C:12]=2[CH3:17])=[CH:8][CH:7]=[CH:6][C:5]=1[C:18]([CH3:22])([CH3:21])[C:19]#N.C(O)(=[O:25])C>>[CH3:21][C:18]1([CH3:19])[C:5]2[CH:6]=[CH:7][CH:8]=[C:9]([O:10][C:11]3[CH:16]=[CH:15][CH:14]=[CH:13][C:12]=3[CH3:17])[C:4]=2[O:3][C:22]1=[O:25]. Procedure details: Conc. hydrochloric acid (20 ml) and acetic acid (60 ml) were added to 2-[2-methoxy-3-(o-tolyloxy)phenyl]-2,2-dimethylacetonitrile (5.7 g), and the mixture was refluxed under heating for 48 hours. After cooling, the reaction mixture was evaporated. Saturated aqueous solution of sodium bicarbonate (100 ml) was added to the oily residue and warmed. After cooling, the mixture was extracted with ethyl acetate, and the extract was washed with water, dried and evaporated. The solid residue was purified... The reactants are [OH-].[Na+] (sodium hydroxide), solution, N1[C@H](C(=O)O)CCC1 (L-proline), [OH-].[Na+] (sodium hydroxide), ClC(C(=O)Cl)(C)Cl (2,2-dichloropropionyl chloride), [OH-].[Na+] (sodium hydroxide), N1[C@H](C(=O)O)CCC1 (L-proline). Run in C(Cl)Cl (methylene chloride). Product: ClC(C(=O)N1[C@H](C(=O)O)CCC1)(C)Cl (2,2-dichloropropionyl-L-proline). Reaction SMILES: [NH:1]1[CH2:8][CH2:7][CH2:6][C@H:2]1[C:3]([OH:5])=[O:4].[OH-].[Na+].[Cl:11][C:12]([Cl:17])([CH3:16])[C:13](Cl)=[O:14]>C(Cl)Cl>[Cl:11][C:12]([Cl:17])([CH3:16])[C:13]([N:1]1[CH2:8][CH2:7][CH2:6][C@H:2]1[C:3]([OH:5])=[O:4])=[O:14] |f:1.2|. Procedure details: To a dry reaction vessel were added L-proline (115 g., 1.0 moles, 1.0 eq.), 144 mL of 6 N sodium hydroxide and 20 g. solid sodium hydroxide. The clear, colorless solution (pH=11.5) was cooled to +10° C. in an ice bath with stirring. All of the above 2,2-dichloropropionyl chloride was diluted with 50 mL methylene chloride and added to the L-proline solution over 2 hours, keeping the solution temperature below +10 ° C. and the pH at 11.5 by simultaneous addition of 290 mL of 6N sodium hydroxide to...